From a dataset of the Open Reaction Database (ORD), a public repository of structured organic reaction records. describe an organic reaction: reactants, conditions, products, and yield Starting materials: COC(=O)Cc1c(N(C)C)nc(Cc2ccc([N+](=O)[O-])cc2)nc1N(C)C, CO, [H][H]. Product: COC(=O)Cc1c(N(C)C)nc(Cc2ccc(N)cc2)nc1N(C)C. As a reaction SMILES: [CH3:1][N:2]([c:3]1[n:4][c:5]([CH2:17][c:18]2[cH:19][cH:20][c:21]([N+:24]([O-:25])=[O:26])[cH:22][cH:23]2)[n:6][c:7]([N:14]([CH3:15])[CH3:16])[c:8]1[CH2:9][C:10](=[O:11])[O:12][CH3:13])[CH3:27].[CH3:30][OH:31].[H:28][H:29]>>[CH3:1][N:2]([c:3]1[n:4][c:5]([CH2:17][c:18]2[cH:19][cH:20][c:21]([NH2:24])[cH:22][cH:23]2)[n:6][c:7]([N:14]([CH3:15])[CH3:16])[c:8]1[CH2:9][C:10](=[O:11])[O:12][CH3:13])[CH3:27].